This data is from the Open Reaction Database (ORD), a public repository of structured organic reaction records. The task is: describe an organic reaction: reactants, conditions, products, and yield Product: C(C)C1C(N=C(S1)NC1=C(C=CC=C1)C(C)C)=O (5-ethyl-2-[(2-isopropylphenyl)amino]-1,3-thiazol-4(5H)-one). The reactants are C(C)(C)C1=C(C=CC=C1)NC(=S)N (N-(2-isopropylphenyl)thiourea), BrC(C(=O)O)CC (2-bromo-butyric acid). Reaction SMILES: [CH:1]([C:4]1[CH:9]=[CH:8][CH:7]=[CH:6][C:5]=1[NH:10][C:11]([NH2:13])=[S:12])([CH3:3])[CH3:2].Br[CH:15]([CH2:19][CH3:20])[C:16](O)=[O:17]>>[CH2:19]([CH:15]1[S:12][C:11]([NH:10][C:5]2[CH:6]=[CH:7][CH:8]=[CH:9][C:4]=2[CH:1]([CH3:3])[CH3:2])=[N:13][C:16]1=[O:17])[CH3:20]. Reported procedure: Synthesis was performed from N-(2-isopropylphenyl)thiourea and 2-bromo-butyric acid according to Method C1. Starting materials: FC(=C(F)F)OC(F)(F)F (Trifluoromethyl trifluorovinyl ether), ClC=1C(=NC=CC1)N1N=C(C=C1C(=O)OCC)O (ethyl 1-(3-chloro-2-pyridinyl)-3-hydroxy-1H-pyrazole-5-carboxylate), [OH-].[K+] (potassium hydroxide), CO (methanol). Run in CS(=O)C (dimethyl sulfoxide), O (Water). Reaction conditions: time 4 day. The product is ClC=1C(=NC=CC1)N1N=C(C=C1C(=O)OC)OC(C(OC(F)(F)F)F)(F)F (methyl 1-(3-chloro-2-pyridinyl)-3-[1,1,2-trifluoro-2-(trifluoromethoxy)ethoxy]-1H-pyrazole-5-carboxylate). Reaction SMILES: [F:1][C:2]([O:6][C:7]([F:10])([F:9])[F:8])=[C:3]([F:5])[F:4].[Cl:11][C:12]1[C:13]([N:18]2[C:22]([C:23]([O:25][CH2:26]C)=[O:24])=[CH:21][C:20]([OH:28])=[N:19]2)=[N:14][CH:15]=[CH:16][CH:17]=1.[OH-].[K+].CO>O.CS(C)=O>[Cl:11][C:12]1[C:13]([N:18]2[C:22]([C:23]([O:25][CH3:26])=[O:24])=[CH:21][C:20]([O:28][C:3]([F:5])([F:4])[CH:2]([F:1])[O:6][C:7]([F:10])([F:9])[F:8])=[N:19]2)=[N:14][CH:15]=[CH:16][CH:17]=1 |f:2.3|. Procedure details: Trifluoromethyl trifluorovinyl ether was blown into a mixture of 1.0 g of ethyl 1-(3-chloro-2-pyridinyl)-3-hydroxy-1H-pyrazole-5-carboxylate, 0.042 g of potassium hydroxide, 10 ml of methanol and 10 ml of dimethyl sulfoxide under ice-cooling. The resulting mixture was stirred at room temperature for 4 days. Water was poured into the reaction mixture, and the mixture was extracted with diethyl ether two times. The organic layers were combined, washed with water and an aqueous saturated sodium chl... The reactants are C(Cl)Cl (CH2Cl2), C(C)(C)(C)NS(=O)(=O)C1=CC(=CC=C1)B1OC(C(O1)(C)C)(C)C (N-tert-butyl-3-(4,4,5,5-tetramethyl-1,3,2-dioxaborolan-2-yl)benzenesulfonamide), BrC1=NC=C(C(=N1)NC1=NNC(=C1)C1CC1)C#C[Si](C)(C)C (2-Bromo-N-(5-cyclopropyl-1H-pyrazol-3-yl)-5-((trimethyl silyl)ethynyl) pyrimidin-4-amine), C(=O)([O-])[O-].[Na+].[Na+] (Na2CO3). Reagents/catalysts: C1=CC=C(C=C1)P([C-]2C=CC=C2)C3=CC=CC=C3.C1=CC=C(C=C1)P([C-]2C=CC=C2)C3=CC=CC=C3.Cl[Pd]Cl.[Fe+2] (Pd(dppf)Cl2). The solvent is O1CCOCC1 (dioxane). Product: C(C)(C)(C)NS(=O)(=O)C1=CC(=CC=C1)C1=NC=C(C(=N1)NC1=CC(=NN1)C1CC1)C#C (N-tert-butyl-3-(4-(3-cyclopropyl-1H-pyrazol-5-ylamino)-5-ethynylpyrimidin-2-yl)benzenesulfonamide). The yield is 22.9%. As a reaction SMILES: C(Cl)Cl.[C:4]([NH:8][S:9]([C:12]1[CH:17]=[CH:16][CH:15]=[C:14](B2OC(C)(C)C(C)(C)O2)[CH:13]=1)(=[O:11])=[O:10])([CH3:7])([CH3:6])[CH3:5].Br[C:28]1[N:33]=[C:32]([NH:34][C:35]2[CH:39]=[C:38]([CH:40]3[CH2:42][CH2:41]3)[NH:37][N:36]=2)[C:31]([C:43]#[C:44][Si](C)(C)C)=[CH:30][N:29]=1.C([O-])([O-])=O.[Na+].[Na+]>O1CCOCC1.C1C=CC(P(C2C=CC=CC=2)[C-]2C=CC=C2)=CC=1.C1C=CC(P(C2C=CC=CC=2)[C-]2C=CC=C2)=CC=1.Cl[Pd]Cl.[Fe+2]>[C:4]([NH:8][S:9]([C:12]1[CH:17]=[CH:16][CH:15]=[C:14]([C:28]2[N:33]=[C:32]([NH:34][C:35]3[NH:36][N:37]=[C:38]([CH:40]4[CH2:42][CH2:41]4)[CH:39]=3)[C:31]([C:43]#[CH:44])=[CH:30][N:29]=2)[CH:13]=1)(=[O:10])=[O:11])([CH3:5])([CH3:6])[CH3:7] |f:3.4.5,7.8.9.10|. Reported procedure: A mixture of Pd(dppf)Cl2.CH2Cl2 (65.3 mg, 0.08 mmol, 0.1 equiv.), N-tert-butyl-3-(4,4,5,5-tetramethyl-1,3,2-dioxaborolan-2-yl)benzenesulfonamide (542 g, 1.60 mmol, 2.0 equiv.), 2-Bromo-N-(5-cyclopropyl-1H-pyrazol-3-yl)-5-((trimethyl silyl)ethynyl) pyrimidin-4-amine (300 mg, 0.80 mmol, 1.0 equiv.) and saturated aq Na2CO3 (10 mL) in dioxane (30 mL) was heated to 90° C. for 1 h under nitrogen atmosphere. The reaction mixture was cooled to room temperature and extracted with THF. The combined layers... Reactants: BrC1=CC=C(S1)C1(CCNCCS1(=O)=O)CC(=O)OC(C)(C)C (tert-butyl 2-[7-(5-bromo-2-thienyl)-1,1-dioxoperhydro-1,4-thiazepin-7-yl]acetate), [C@@]12(C(=O)CC(CC1)C2(C)C)CS(=O)(=O)O ((1R)-10-camphorsulfonic acid). Solvent: C(C)O (ethanol). Conditions: time 2 hour. The product is BrC1=CC=C(S1)[C@]1(CCNCCS1(=O)=O)CC(=O)OC(C)(C)C.[C@@]12(C(=O)CC(CC1)C2(C)C)CS(=O)(=O)[O-] (tert-butyl 2-[(S)-7-(5-bromo-2-thienyl)-1,1-dioxoperhydro-1,4-thiazepin-7-yl]acetate•(1R)-10-camphorsulfonate). Yield: 69.5%. As a reaction SMILES: [Br:1][C:2]1[S:6][C:5]([C:7]2([CH2:16][C:17]([O:19][C:20]([CH3:23])([CH3:22])[CH3:21])=[O:18])[S:13](=[O:15])(=[O:14])[CH2:12][CH2:11][NH:10][CH2:9][CH2:8]2)=[CH:4][CH:3]=1.[C@@:24]12([CH2:34][S:35]([OH:38])(=[O:37])=[O:36])[C:31]([CH3:33])([CH3:32])[CH:28]([CH2:29][CH2:30]1)[CH2:27][C:25]2=[O:26]>C(O)C>[Br:1][C:2]1[S:6][C:5]([C@:7]2([CH2:16][C:17]([O:19][C:20]([CH3:23])([CH3:22])[CH3:21])=[O:18])[S:13](=[O:15])(=[O:14])[CH2:12][CH2:11][NH:10][CH2:9][CH2:8]2)=[CH:4][CH:3]=1.[C@@:24]12([CH2:34][S:35]([O-:38])(=[O:36])=[O:37])[C:31]([CH3:33])([CH3:32])[CH:28]([CH2:29][CH2:30]1)[CH2:27][C:25]2=[O:26] |f:3.4|. Procedure details: To a solution of tert-butyl 2-[7-(5-bromo-2-thienyl)-1,1-dioxoperhydro-1,4-thiazepin-7-yl]acetate (3.03 g) in ethanol (90 ml) was added (1R)-10-camphorsulfonic acid (912 mg) at 80° C. The clear solution was allowed to cool to room temperature with stirring for 2 hours to form crystalline solids. After being cooled on an ice bath for 30 minutes, the solids were collected and washed with ethanol to give tert-butyl 2-[(S)-7-(5-bromo-2-thienyl)-1,1-dioxoperhydro-1,4-thiazepin-7-yl]acetate•(1R)-10-ca... Reactants: C(=O)(OCC1=CC=CC=C1)N[C@@H](CC1=CC=CC=C1)C(=O)NC=1C=C2C=CC=NC2=CC1 (6-(N-carbobenzoxy-L-phenylalanylamino)quinoline), C(C=C)Br (allyl bromide), CN(C=O)C (dimethylformamide). Run in CCOCC (ether), CCOCC (ether). Product: [Br-].C(C=C)N1CC=CC2=CC(=CC=C12)NC([C@@H](NC(=O)OCC1=CC=CC=C1)CC1=CC=CC=C1)=O (1-Allyl-6-(N-carbobenzoxy-L-phenylalanylamino) quinoline Bromide). Yield: 39.0%. As a reaction SMILES: [C:1]([NH:11][C@H:12]([C:20]([NH:22][C:23]1[CH:24]=[C:25]2[C:30](=[CH:31][CH:32]=1)[N:29]=[CH:28][CH:27]=[CH:26]2)=[O:21])[CH2:13][C:14]1[CH:19]=[CH:18][CH:17]=[CH:16][CH:15]=1)([O:3][CH2:4][C:5]1[CH:10]=[CH:9][CH:8]=[CH:7][CH:6]=1)=[O:2].[CH2:33]([Br:36])[CH:34]=[CH2:35].CN(C)C=O>CCOCC>[Br-:36].[CH2:35]([N:29]1[C:30]2[C:25](=[CH:24][C:23]([NH:22][C:20](=[O:21])[C@H:12]([CH2:13][C:14]3[CH:15]=[CH:16][CH:17]=[CH:18][CH:19]=3)[NH:11][C:1]([O:3][CH2:4][C:5]3[CH:10]=[CH:9][CH:8]=[CH:7][CH:6]=3)=[O:2])=[CH:32][CH:31]=2)[CH:26]=[CH:27][CH2:28]1)[CH:34]=[CH2:33] |f:4.5|. Procedure details: A solution consisting of 100 mg (0.235 mmol) of 6-(N-carbobenzoxy-L-phenylalanylamino)quinoline (Brynes, et al., 1981), 204 1 of allyl bromide, and 0.5 ml of dimethylformamide was allowed to react at room temperature for 48 h and at 50° C. for 12 h. Crude product was isolated by precipitation with ether followed by two ether washes. The compound was purified by dissolving the solid in water at 50° C., filtering the undissolved material and lyophilizing to obtain pure XVI. Recrystallization from ...